describe an organic reaction: reactants, conditions, products, and yield From a dataset of the Open Reaction Database (ORD), a public repository of structured organic reaction records. Starting materials: C1=C(C=CC2=CC=CC=C12)S(=O)(=O)N[C@H](C(=O)O)CC1=CC=CC=C1 ((S)-2-(2-naphthylsulonylamino)-3-phenyl-propionic acid), S(=O)(Cl)Cl (thionyl chloride). As a reaction SMILES: [CH:1]1[C:10]2[C:5](=[CH:6][CH:7]=[CH:8][CH:9]=2)[CH:4]=[CH:3][C:2]=1[S:11]([NH:14][C@@H:15]([CH2:19][C:20]1[CH:25]=[CH:24][CH:23]=[CH:22][CH:21]=1)[C:16](O)=[O:17])(=[O:13])=[O:12].S(Cl)([Cl:28])=O>C1C=CC=CC=1>[CH:1]1[C:10]2[C:5](=[CH:6][CH:7]=[CH:8][CH:9]=2)[CH:4]=[CH:3][C:2]=1[S:11]([NH:14][C@@H:15]([CH2:19][C:20]1[CH:25]=[CH:24][CH:23]=[CH:22][CH:21]=1)[C:16]([Cl:28])=[O:17])(=[O:13])=[O:12]. Procedure details: 4 g of (S)-2-(2-naphthylsulonylamino)-3-phenyl-propionic acid are dissolved in 40 ml of anhydrous benzene-anhydrous tetrahydrofuran (3:1), and 3.2 ml of thionyl chloride are added thereto. The mixture is stirred at 40° to 50° C for 18 hours. The reaction mixture is condensed to dryness under reduced pressure, and the residue is recrystallized from a mixture of benzene and n-hexane. 3.2 g of (S)-2-(2-naphthylsulfonylamino)-3-phenyl-propionyl chloride are obtained. Run in C1=CC=CC=C1 (benzene). Run at time 18 hour. Product: C1=C(C=CC2=CC=CC=C12)S(=O)(=O)N[C@H](C(=O)Cl)CC1=CC=CC=C1 ((S)-2-(2-naphthylsulfonylamino)-3-phenyl-propionyl chloride). Reactants: ClC1=CC=C(C=C1)N1C2=C(N3C(C(C1=O)(C)C)=NN=C3C)C=CC=C2 (6-(4-chlorophenyl)-1,4,4-trimethyl-4H-benzo[b][1,2,4]triazolo[4,3-d][1,4]diazepin-5(6H)-one), B.C1CCOC1 (BH3-THF). Solvent: C1CCOC1 (THF). The product is ClC1=CC=C(C=C1)N1C2=C(N3C(C(C1)(C)C)=NN=C3C)C=CC=C2 (6-(4-chlorophenyl)-1,4,4-trimethyl-5,6-dihydro-4H-benzo[b][1,2,4]triazolo[4,3-d][1,4]diazepine). Yield: 10.4%. RXN SMILES: [Cl:1][C:2]1[CH:7]=[CH:6][C:5]([N:8]2[C:14](=O)[C:13]([CH3:17])([CH3:16])[C:12]3=[N:18][N:19]=[C:20]([CH3:21])[N:11]3[C:10]3[CH:22]=[CH:23][CH:24]=[CH:25][C:9]2=3)=[CH:4][CH:3]=1.B.C1COCC1>C1COCC1>[Cl:1][C:2]1[CH:7]=[CH:6][C:5]([N:8]2[CH2:14][C:13]([CH3:17])([CH3:16])[C:12]3=[N:18][N:19]=[C:20]([CH3:21])[N:11]3[C:10]3[CH:22]=[CH:23][CH:24]=[CH:25][C:9]2=3)=[CH:4][CH:3]=1 |f:1.2|. Procedure details: To a THF (5 ml) solution of 6-(4-chlorophenyl)-1,4,4-trimethyl-4H-benzo[b][1,2,4]triazolo[4,3-d][1,4]diazepin-5(6H)-one of (51 mg, 0.14 mmol) was added BH3-THF complex (1 mL, 1M in THF) drop-wise at 0° C. The resulting mixture was heated at reflux overnight, then the mixture was concentrated in vacuo and the residue was purified by Prep-TLC (silica-gel, DCM:methanol=10:1) to give 6-(4-chlorophenyl)-1,4,4-trimethyl-5,6-dihydro-4H-benzo[b][1,2,4]triazolo[4,3-d][1,4]diazepine as a white solid (5.0 ... The reactants are O=C([O-])[O-], CN(C)C=O, CC(C)S, Fc1cccnc1F, [K+], [K+]. Yields the product CC(C)Sc1ncccc1F. Reaction SMILES: [C:5](=[O:6])([O-:7])[O-:8].[CH3:19][N:20]([CH3:21])[CH:22]=[O:23].[CH:1]([CH3:2])([CH3:3])[SH:4].[F:11][c:12]1[n:13][cH:14][cH:15][cH:16][c:17]1[F:18].[K+:10].[K+:9]>>[CH:1]([CH3:2])([CH3:3])[S:4][c:12]1[n:13][cH:14][cH:15][cH:16][c:17]1[F:18]. Reactants: OCC1=C2CCCC(C2=CC=C1)=O (5-hydroxymethyl-1-tetralone), [H-].[Na+] (sodium hydride), CI (methyl iodide). The product is COCC1=C2CCCC(C2=CC=C1)=O (5-methoxymethyl-1-tetralone). Reaction SMILES: [OH:1][CH2:2][C:3]1[CH:12]=[CH:11][CH:10]=[C:9]2[C:4]=1[CH2:5][CH2:6][CH2:7][C:8]2=[O:13].[H-].[Na+].[CH3:16]I>>[CH3:16][O:1][CH2:2][C:3]1[CH:12]=[CH:11][CH:10]=[C:9]2[C:4]=1[CH2:5][CH2:6][CH2:7][C:8]2=[O:13] |f:1.2|. Reported procedure: The 2-naphthyl acetic acid starting materials that are substituted at C-5 or C-7 with a cycloalkyl, hydroxymethyl, alkoxymethyl, vinyl, ehtynyl, formyl, acetal, or monocyclicalkyl group are prepared from the corresponding C-5 or C-6 substituted 1-tetralones, which are prepared, by conventional methods or the methods described in our copending U.S. Application Ser. 694,771, filed on Dec. 7, 1967, now abandoned employed in the preparation of 1-tetralones, similarly substituted at C-6. For example,... Starting materials: C(C=C)OC1=CC=C(C=C1)C(CC(NC(SC)=NC(OC(C)(C)C)=O)=O)=NOCC (tert-Butyl 7-(4-(allyloxy)phenyl)-5-oxo-9-oxa-2-thia-4,8-diazaundec-7-en-3-ylidenecarbamate), NCC1=CC(=C(N)C(=C1)Cl)Cl (4-(aminomethyl)-2,6-dichloroaniline), C(C)(C)N(CC)C(C)C (diisopropylethylamine), C1CCOC1 (THF). Run at temperature 58 celsius. Yields the product C(C)ON=C1CC(N=C(NCC2=CC(=C(NC(CNCC=CCOC3=CC=C1C=C3)=O)C(=C2)Cl)Cl)N)=O (4-amino-23,26-dichloro-13-oxa-3,5,18,21-tetraazatricyclo[20.2.2.29,12]octacosa-1(24),4,9,11,15,22,25,27-octaene-6,8,20-trione 8-(O-ethyloxime)). RXN SMILES: [CH2:1]([O:4][C:5]1[CH:10]=[CH:9][C:8]([C:11](=[N:27][O:28][CH2:29][CH3:30])[CH2:12][C:13](=[O:26])[NH:14][C:15](=[N:18]C(=O)OC(C)(C)C)SC)=[CH:7][CH:6]=1)[CH:2]=[CH2:3].[NH2:31][CH2:32][C:33]1[CH:39]=[C:38]([Cl:40])[C:36]([NH2:37])=[C:35]([Cl:41])[CH:34]=1.[CH:42]([N:45]([CH:48](C)C)CC)(C)[CH3:43].C1C[O:54]CC1>>[CH2:29]([O:28][N:27]=[C:11]1[C:8]2[CH:7]=[CH:6][C:5](=[CH:10][CH:9]=2)[O:4][CH2:1][CH:2]=[CH:3][CH2:48][NH:45][CH2:42][C:43](=[O:54])[NH:37][C:36]2[C:35]([Cl:41])=[CH:34][C:33](=[CH:39][C:38]=2[Cl:40])[CH2:32][NH:31][C:15]([NH2:18])=[N:14][C:13](=[O:26])[CH2:12]1)[CH3:30]. Reported procedure: A solution of tert-butyl 7-(4-(allyloxy)phenyl)-5-oxo-9-oxa-2-thia-4,8-diazaundec-7-en-3-ylidenecarbamate from Step D (1.14 g) in THF (4 mL) was added 4-(aminomethyl)-2,6-dichloroaniline (647 mg) and diisopropylethylamine (0.46 mL), and the resulting mixture was heated at 58° C. for 12 h. The solvents were removed in vacuo, and the residue was purified by Biotage eluting with 10-25% ethyl acetate/90-75% hexanes to give the title compound as a yellowish oil (1.28 g). retention time: 2.37 min (met... The reactants are FC1=CC=C(CN)C=C1 (4-fluorobenzylamine), ClC=1C2=C(N=C(N1)C1=NC=CC=C1)SC(=C2)[N+](=O)[O-] (4-chloro-2-(pyridin-2-yl)-6-nitro-thieno-[2,3-d]-pyrimidine). Yields the product N1=C(C=CC=C1)C=1N=C(C2=C(N1)SC(=C2)[N+](=O)[O-])NCC2=CC=C(C=C2)F (2-(pyridin-2-yl)-4-(4-fluorobenzylamino)-6-nitro-thieno-[2,3-d]-pyrimidine). RXN SMILES: [F:1][C:2]1[CH:9]=[CH:8][C:5]([CH2:6][NH2:7])=[CH:4][CH:3]=1.Cl[C:11]1[C:12]2[CH:25]=[C:24]([N+:26]([O-:28])=[O:27])[S:23][C:13]=2[N:14]=[C:15]([C:17]2[CH:22]=[CH:21][CH:20]=[CH:19][N:18]=2)[N:16]=1>>[N:18]1[CH:19]=[CH:20][CH:21]=[CH:22][C:17]=1[C:15]1[N:16]=[C:11]([NH:7][CH2:6][C:5]2[CH:8]=[CH:9][C:2]([F:1])=[CH:3][CH:4]=2)[C:12]2[CH:25]=[C:24]([N+:26]([O-:28])=[O:27])[S:23][C:13]=2[N:14]=1. Procedure details: With the procedure of Example 1, the reaction of 4-fluorobenzylamine with 4-chloro-2-(pyridin-2-yl)-6-nitro-thieno-[2,3-d]-pyrimidine yields 2-(pyridin-2-yl)-4-(4-fluorobenzylamino)-6-nitro-thieno-[2,3-d]-pyrimidine. Run at time 4 day. Yield: 100.0%. The product is OC1(COC2=C(C=C1)C=C(C=C2)C(=O)OC)CO (methyl 3-hydroxy-3-(hydroxymethyl)-2,3-dihydro-1-benzoxepin-7-carboxylate). As a reaction SMILES: CC[C@H]1[C@H]2C[C@H]([C@H](OC3C4C(=CC=CC=4)C(O[C@H](C4C=CN=C5C=4C=C(OC)C=C5)[C@@H]4N5C[C@H](CC)[C@@H](CC5)C4)=NN=3)C3C=CN=C4C=3C=C([O:22]C)C=C4)N(CC2)C1.CS(N)(=O)=O.C=C1C=[CH:70][C:69]2[CH:72]=[C:73]([C:76]([O:78][CH3:79])=[O:77])[CH:74]=[CH:75][C:68]=2[O:67]C1.S(OS([O-])=O)([O-])=O.[Na+].[Na+].[C:89]([OH:93])([CH3:92])([CH3:91])[CH3:90].O>ClCCl>[OH:93][C:89]1([CH2:92][OH:22])[CH:91]=[CH:70][C:69]2[CH:72]=[C:73]([C:76]([O:78][CH3:79])=[O:77])[CH:74]=[CH:75][C:68]=2[O:67][CH2:90]1 |f:3.4.5,6.7|. Solvent: 1/1, 1/1, ClCCl (dichloromethane). Procedure: 21 g (7 equivalents) of AD-mix-α and 1.31 g (13.8 mmol) of methanesulfonamide dissolved in 75 ml of a 1/1 tert-butyl alcohol/water mixture are added at ambient temperature to 3 g (13.8 mmol) of methyl 3-methylene-2,3-dihydro-1-benzoxepin-7-carboxylate, prepared according to example 35, in suspension in 20 ml of a 1/1 tert-butyl alcohol/water mixture. The reaction medium is stirred for 4 days and is then treated with 2.6 g of sodium disulfite. The medium is reextracted with dichloromethane and th... Reactants: CC[C@@H]1CN2CC[C@@H]1C[C@@H]2[C@@H](C3=C4C=C(C=CC4=NC=C3)OC)OC5=NN=C(C6=CC=CC=C65)O[C@@H]([C@H]7C[C@@H]8CCN7C[C@@H]8CC)C9=C1C=C(C=CC1=NC=C9)OC (AD-mix-α), CS(=O)(=O)N (methanesulfonamide), C(C)(C)(C)O.O (tert-butyl alcohol water), S(=O)([O-])OS(=O)[O-].[Na+].[Na+] (sodium disulfite), C=C1COC2=C(C=C1)C=C(C=C2)C(=O)OC (methyl 3-methylene-2,3-dihydro-1-benzoxepin-7-carboxylate), C(C)(C)(C)O.O (tert-butyl alcohol water). Starting materials: C1(=CC=CC=C1)C(=CC1=CC(=CC(=C1)Br)Br)C1=CC=CC=C1 (1-(2,2-diphenylvinyl)-3,5-dibromo-benzene), C1(=CC=CC=C1)B(O)O (phenylboronic acid), resultant solution, aqueous solution, C([O-])([O-])=O.[Na+].[Na+] (sodium carbonate). The reagents and catalysts are C=1C=CC(=CC1)[P](C=2C=CC=CC2)(C=3C=CC=CC3)[Pd]([P](C=4C=CC=CC4)(C=5C=CC=CC5)C=6C=CC=CC6)([P](C=7C=CC=CC7)(C=8C=CC=CC8)C=9C=CC=CC9)[P](C=1C=CC=CC1)(C=1C=CC=CC1)C=1C=CC=CC1 (tetrakis(triphenylphosphine)palladium(0)). Solvent: C1(=CC=CC=C1)C (toluene). Yields the product C1(=CC=CC=C1)C(=CC1=CC(=CC(=C1)Br)C1=CC=CC=C1)C1=CC=CC=C1 (1-(2,2-diphenylvinyl)-3-phenyl-5-bromobenzene). Isolated yield 55.8%. Reaction SMILES: [C:1]1([C:7]([C:17]2[CH:22]=[CH:21][CH:20]=[CH:19][CH:18]=2)=[CH:8][C:9]2[CH:14]=[C:13]([Br:15])[CH:12]=[C:11](Br)[CH:10]=2)[CH:6]=[CH:5][CH:4]=[CH:3][CH:2]=1.[C:23]1(B(O)O)[CH:28]=[CH:27][CH:26]=[CH:25][CH:24]=1.C(=O)([O-])[O-].[Na+].[Na+]>C1C=CC([P]([Pd]([P](C2C=CC=CC=2)(C2C=CC=CC=2)C2C=CC=CC=2)([P](C2C=CC=CC=2)(C2C=CC=CC=2)C2C=CC=CC=2)[P](C2C=CC=CC=2)(C2C=CC=CC=2)C2C=CC=CC=2)(C2C=CC=CC=2)C2C=CC=CC=2)=CC=1.C1(C)C=CC=CC=1>[C:1]1([C:7]([C:17]2[CH:18]=[CH:19][CH:20]=[CH:21][CH:22]=2)=[CH:8][C:9]2[CH:14]=[C:13]([Br:15])[CH:12]=[C:11]([C:23]3[CH:28]=[CH:27][CH:26]=[CH:25][CH:24]=3)[CH:10]=2)[CH:2]=[CH:3][CH:4]=[CH:5][CH:6]=1 |f:2.3.4,^1:41,43,62,81|. Procedure: Under an atmosphere of argon, 1-(2,2-diphenylvinyl)-3,5-dibromo-benzene (7.0 g, 17 mmole), phenylboronic acid (2.1 g, 17 mmole) and tetrakis(triphenylphosphine)palladium(0) (0.4 g, 0.35 mmole, 2% Pd) were dissolved into toluene (40 ml). To the obtained solution, a 2 M aqueous solution of sodium carbonate (25 ml, 51 mmole, 3 eq) was added. The resultant solution was heated under refluxing for 10 hours and left standing for one night. The formed organic layer was separated, washed with a saturated... Starting materials: FC(C(O)(C1=CN(C2=CC=CC=C12)C)C=1C=C2C=NNC2=CC1)(F)F (2,2,2-trifluoro-1-(1H-indazol-5-yl)-1-(1-methyl-1H-indol-3-yl)ethanol), C1(CCC1)C(=O)Cl (cyclobutanecarbonyl chloride). Run in N1=CC=CC=C1 (pyridine), CCOCC (ether), O (water). Conditions: temperature 100 celsius. Yields the product C1(CCC1)C(=O)N1N=CC2=CC(=CC=C12)C(C(F)(F)F)(C1=CN(C2=CC=CC=C12)C)O (Cyclobutyl-{5-[2,2,2-trifluoro-1-hydroxy-1-(1-methyl-1H-indol-3-yl)ethyl]indazol-1-yl}methanone). The yield is 74.6%. Reaction SMILES: [F:1][C:2]([F:25])([F:24])[C:3]([C:15]1[CH:16]=[C:17]2[C:21](=[CH:22][CH:23]=1)[NH:20][N:19]=[CH:18]2)([C:5]1[C:13]2[C:8](=[CH:9][CH:10]=[CH:11][CH:12]=2)[N:7]([CH3:14])[CH:6]=1)[OH:4].[CH:26]1([C:30](Cl)=[O:31])[CH2:29][CH2:28][CH2:27]1>N1C=CC=CC=1.CCOCC.O>[CH:26]1([C:30]([N:20]2[C:21]3[C:17](=[CH:16][C:15]([C:3]([OH:4])([C:5]4[C:13]5[C:8](=[CH:9][CH:10]=[CH:11][CH:12]=5)[N:7]([CH3:14])[CH:6]=4)[C:2]([F:1])([F:24])[F:25])=[CH:23][CH:22]=3)[CH:18]=[N:19]2)=[O:31])[CH2:29][CH2:28][CH2:27]1. Procedure: A mixture of 2,2,2-trifluoro-1-(1H-indazol-5-yl)-1-(1-methyl-1H-indol-3-yl)ethanol (0.122 mmol) and cyclobutanecarbonyl chloride (0.159 mmol) in 1 mL pyridine was heated at 100° C. for 1.5 hours, cooled to room temperature and diluted with ether and water. The organic layer was washed with water and brine and dried over magnesium sulfate. The volatiles were removed in vacuo and the residue purified by flash silica gel chromatography using 25% ethyl acetate in hexanes. The product-rich fractions ...